From a dataset of the Open Reaction Database (ORD), a public repository of structured organic reaction records. describe an organic reaction: reactants, conditions, products, and yield The reactants are ClC1=CC=C(C=C1)C1(CCC1)C(C)=O (1-[1-(4-chlorophenyl)cyclobutyl]-ethanone), CN(N)C (N,N-dimethylhydrazine), C(C)(=O)O (acetic acid). Run in C(C)O (ethanol). Yields the product CN(N=C(C)C1(CCC1)C1=CC=C(C=C1)Cl)C (1-[1-(4-chlorophenyl)cyclobutyl]ethanone N,N-dimethylhydrazone). RXN SMILES: [Cl:1][C:2]1[CH:7]=[CH:6][C:5]([C:8]2([C:12](=O)[CH3:13])[CH2:11][CH2:10][CH2:9]2)=[CH:4][CH:3]=1.[CH3:15][N:16]([CH3:18])[NH2:17].C(O)(=O)C>C(O)C>[CH3:15][N:16]([CH3:18])[N:17]=[C:12]([C:8]1([C:5]2[CH:6]=[CH:7][C:2]([Cl:1])=[CH:3][CH:4]=2)[CH2:11][CH2:10][CH2:9]1)[CH3:13]. Procedure details: A mixture of 1-[1-(4-chlorophenyl)cyclobutyl]-ethanone (40 g), N,N-dimethylhydrazine (50 ml), glacial acetic acid (2 ml) and ethanol (35 ml) was heated under reflux for 78 hours. Removal of the solvent gave a residue which was distilled (104°-106°/0.1 mm Hg) to give 1-[1-(4-chlorophenyl)cyclobutyl]ethanone N,N-dimethylhydrazone.